From a dataset of the Open Reaction Database (ORD), a public repository of structured organic reaction records. describe an organic reaction: reactants, conditions, products, and yield Starting materials: ( c ), C1(=CC=CC=C1)CCCCCCCCC=1C=C(C=O)C=CC1 (3-(8-phenyloctyl)benzaldehyde), C(=O)(OC)CCSC(C(C(=O)OC)O)C1=C(C=CC=C1)CCCCCCCCC1=CC=CC=C1 (Methyl 3-(2-Carbomethoxyethylthio)-3-[2-(8-phenyloctyl)phenyl]-2-hydroxypropionat). Yields the product C(=O)(O)CCSC(C(C(=O)O)O)C1=CC(=CC=C1)CCCCCCCCC1=CC=CC=C1 (3-(2-carboxyethylthio)-3-[3-(8-phenyloctyl)phenyl]-2-hydroxypropanoic acid), hydrate. As a reaction SMILES: [C:1]1([CH2:7][CH2:8][CH2:9][CH2:10][CH2:11][CH2:12][CH2:13][CH2:14]C2C=C(C=CC=2)C=O)[CH:6]=[CH:5][CH:4]=[CH:3][CH:2]=1.[C:23]([CH2:27][CH2:28][S:29][CH:30]([C:37]1[CH:42]=[CH:41][CH:40]=[CH:39][C:38]=1CCCCCCCCC1C=CC=CC=1)[CH:31]([OH:36])[C:32]([O:34]C)=[O:33])([O:25]C)=[O:24]>>[C:23]([CH2:27][CH2:28][S:29][CH:30]([C:37]1[CH:38]=[CH:39][CH:40]=[C:41]([CH2:14][CH2:13][CH2:12][CH2:11][CH2:10][CH2:9][CH2:8][CH2:7][C:1]2[CH:6]=[CH:5][CH:4]=[CH:3][CH:2]=2)[CH:42]=1)[CH:31]([OH:36])[C:32]([OH:34])=[O:33])([OH:25])=[O:24]. Procedure: Similarly, following the procedure of Example 7(b), 3-bromobenzaldehyde was reacted with 1-phenylocta-1,7-diyne to yield 3-(8-phenyl-1,7-octadiynyl)benzaldehyde which was reduced to 3-(8-phenyloctyl)benzaldehyde and the latter was reacted as described in Example 35(a), (b) and (c) to give 3-(2-carboxyethylthio)-3-[3-(8-phenyloctyl)phenyl]-2-hydroxypropanoic acid, dipotassium salt, hydrate as a mixture of isomers, -log KB value 6.2. Reactants: [N-]=[N+]=[N-].[Na+] (sodium azide), C(=O)(OCC)N1CCC(CC1)(C(=O)O)C(=O)OCC (1,4-dicarbethoxypiperidine-4-carboxylic acid), ClC(=O)OCC(C)C (isobutyl chloroformate), C(C)N1CCOCC1 (N-ethylmorpholine). Solvent: O (water), C1(=CC=CC=C1)C (toluene), O1CCCC1 (tetrahydrofuran). Reaction conditions: temperature 100 celsius, time 20 minute. Product: C(=O)(OCC)N1CCC(CC1)(N=C=O)C(=O)OCC (1,4-dicarbethoxy-4-isocyanatopiperidine). RXN SMILES: [C:1]([N:6]1[CH2:11][CH2:10][C:9]([C:15]([O:17][CH2:18][CH3:19])=[O:16])(C(O)=O)[CH2:8][CH2:7]1)([O:3][CH2:4][CH3:5])=[O:2].C([N:22]1[CH2:27]COCC1)C.ClC(OCC(C)C)=[O:30].[N-]=[N+]=[N-].[Na+]>O1CCCC1.O.C1(C)C=CC=CC=1>[C:1]([N:6]1[CH2:7][CH2:8][C:9]([C:15]([O:17][CH2:18][CH3:19])=[O:16])([N:22]=[C:27]=[O:30])[CH2:10][CH2:11]1)([O:3][CH2:4][CH3:5])=[O:2] |f:3.4|. Procedure details: A solution of 1.25 g of 1,4-dicarbethoxypiperidine-4-carboxylic acid in 10 ml of dry tetrahydrofuran was cooled to ice temperature and was treated with 0.7 ml of N-ethylmorpholine then 0.7 ml of isobutyl chloroformate. The mixture was stirred at ice temperature for 20 minutes and then a solution of 0.59 g of sodium azide in 7 ml of water added. The mixture was stirred at ice temperature for 15 minutes and then at room temperature for a further 30 minutes. The mixture was then shaken with 20 ml o... The reactants are Cl.NC1[C@@H]2N(C(=C(CS2)CC)C(=S)OC(C2=CC=CC=C2)C2=CC=CC=C2)C1=O (benzhydryl 7-amino-3-ethylthio-3-cephem-4-carboxylate hydrochloride), monotrimethylsilylacetamide, C[N+](=CCl)C.[Cl-] (Vilsmeier reagent), P(=O)(Cl)(Cl)Cl (phosphorus oxychloride), C([O-])(O)=O.[Na+] (sodium bicarbonate), resultant solution, C(=O)NC=1SC(=C(N1)C(C(=O)O)=NOCC(=O)OC(C)(C)C)Cl (2-(2-formamido-5-chlorothiazol-4-yl)-2-tert-butoxycarbonylmethoxyiminoacetic acid). The solvent is C(Cl)Cl (methylene chloride), O1CCCC1 (tetrahydrofuran), CN(C=O)C (N,N-dimethylformamide), C(C)(=O)OCC (ethyl acetate), O (water). Product: C(=O)NC=1SC(=C(N1)C(C(=O)NC1[C@@H]2N(C(=C(CS2)CC)C(=S)OC(C2=CC=CC=C2)C2=CC=CC=C2)C1=O)=NOCC(=O)OC(C)(C)C)Cl (benzhydryl 7-[2-(2-formamido-5-chlorothiazol-4-yl)-2-tert-butoxycarbonylmethoxyiminoacetamido]-3-ethylthio-3-cephem-4-carboxylate). Yield: 378.3%. Reaction SMILES: C[N+](C)=CCl.[Cl-].P(Cl)(Cl)(Cl)=O.[CH:12]([NH:14][C:15]1[S:16][C:17]([Cl:34])=[C:18]([C:20](=[N:24][O:25][CH2:26][C:27]([O:29][C:30]([CH3:33])([CH3:32])[CH3:31])=[O:28])[C:21]([OH:23])=O)[N:19]=1)=[O:13].Cl.[NH2:36][CH:37]1[C:62](=[O:63])[N:39]2[C:40]([C:46]([O:48][CH:49]([C:56]3[CH:61]=[CH:60][CH:59]=[CH:58][CH:57]=3)[C:50]3[CH:55]=[CH:54][CH:53]=[CH:52][CH:51]=3)=[S:47])=[C:41]([CH2:44][CH3:45])[CH2:42][S:43][C@H:38]12.C(=O)(O)[O-].[Na+]>O1CCCC1.C(Cl)Cl.C(OCC)(=O)C.O.CN(C)C=O>[CH:12]([NH:14][C:15]1[S:16][C:17]([Cl:34])=[C:18]([C:20](=[N:24][O:25][CH2:26][C:27]([O:29][C:30]([CH3:33])([CH3:32])[CH3:31])=[O:28])[C:21]([NH:36][CH:37]2[C:62](=[O:63])[N:39]3[C:40]([C:46]([O:48][CH:49]([C:50]4[CH:51]=[CH:52][CH:53]=[CH:54][CH:55]=4)[C:56]4[CH:61]=[CH:60][CH:59]=[CH:58][CH:57]=4)=[S:47])=[C:41]([CH2:44][CH3:45])[CH2:42][S:43][C@H:38]23)=[O:23])[N:19]=1)=[O:13] |f:0.1,4.5,6.7|. Procedure details: Vilsmeier reagent prepared from N,N-dimethylformamide (0.42 ml) and phosphorus oxychloride (0.527 ml) was suspended in dry tetrahydrofuran (30.5 ml). To a suspension was added 2-(2-formamido-5-chlorothiazol-4-yl)-2-tert-butoxycarbonylmethoxyiminoacetic acid (syn isomer, 2.8 g) under ice-cooling with stirring and then the solution was stirred at the same temperature for an hour to prepare the activated acid solution. To the solution of benzhydryl 7-amino-3-ethylthio-3-cephem-4-carboxylate hydroch... The reactants are OCCOC=1C=C(C=CC1)C(C1=CC=C(C(=O)O)C=C1)(OCCCC1=CC=CC=C1)C1=CC=CC=C1 (4-[[3-(2-Hydroxy-ethoxy)-phenyl]-phenyl-(3-phenyl-propoxy)-methyl]-benzoic acid), C1(CCCCC1)N=C=NC1CCCCC1 (dicyclohexyl carbodiimide), C1(C=CC(N1)=O)=O (maleimide). The reagents and catalysts are CN(C)C=1C=CN=CC1 (DMAP). Solvent: C1CCOC1 (THF), CCOCC (ether). Conditions: time 30 minute. The product is OCCOC=1C=C(C=CC1)C(C1=CC=C(C(=O)N2C(C=CC2=O)=O)C=C1)(OCCCC1=CC=CC=C1)C1=CC=CC=C1 (1-{4-[[3-(2-Hydroxy-ethoxy)-phenyl]-phenyl-(3-phenyl-propoxy)-methyl]-benzoyl}-pyrrole-2,5-dione). Reaction SMILES: [OH:1][CH2:2][CH2:3][O:4][C:5]1[CH:6]=[C:7]([C:11]([C:31]2[CH:36]=[CH:35][CH:34]=[CH:33][CH:32]=2)([O:21][CH2:22][CH2:23][CH2:24][C:25]2[CH:30]=[CH:29][CH:28]=[CH:27][CH:26]=2)[C:12]2[CH:20]=[CH:19][C:15]([C:16](O)=[O:17])=[CH:14][CH:13]=2)[CH:8]=[CH:9][CH:10]=1.C1(N=C=NC2CCCCC2)CCCCC1.[C:52]1(=[O:58])[NH:56][C:55](=[O:57])[CH:54]=[CH:53]1>C1COCC1.CN(C1C=CN=CC=1)C.CCOCC>[OH:1][CH2:2][CH2:3][O:4][C:5]1[CH:6]=[C:7]([C:11]([C:31]2[CH:36]=[CH:35][CH:34]=[CH:33][CH:32]=2)([O:21][CH2:22][CH2:23][CH2:24][C:25]2[CH:30]=[CH:29][CH:28]=[CH:27][CH:26]=2)[C:12]2[CH:13]=[CH:14][C:15]([C:16]([N:56]3[C:52](=[O:58])[CH:53]=[CH:54][C:55]3=[O:57])=[O:17])=[CH:19][CH:20]=2)[CH:8]=[CH:9][CH:10]=1. Procedure details: To a stirred solution of trityl acid 8 (280 mg, 0.42 mM) in dry THF (6 mL) was added dicyclohexyl carbodiimide (DDC, 400 mg, 1.95 mM). The reaction mixture was stirred for 30 min at r.t., and maleimide (100 mg, 1.1 mM) and a catalytic amount of DMAP was added and allowed to stir for overnight. The solvent was removed under rotaevaporator and the solid obtained was dissolved in dry ether. The precipitated DCU was filtered and the solvent ether was evaporated. Part of the product was purified by p... The reactants are C(CC)C1C(NS(N1CC)(=O)=O)=O (4-propyl-5-ethyl-1,2,5-thiadiazolidin-3-one 1,1-dioxide), C1(=CC=CC=C1)SCCl (phenylthiomethyl chloride). The reagents and catalysts are [Br-].C(CCC)[N+](CCCC)(CCCC)CCCC (tetrabutylammonium bromide). Solvent: C1(=CC=CC=C1)C.CN(C)C=O (toluene DMF). The product is C1(=CC=CC=C1)SCN1S(N(C(C1=O)CCC)CC)(=O)=O (2-phenylthiomethyl-4-propyl-5-ethyl-1,2,5-thiadiazolidin-3-one 1,1-dioxide). Yield: 73.5%. Reaction SMILES: [CH2:1]([CH:4]1[N:8]([CH2:9][CH3:10])[S:7](=[O:12])(=[O:11])[NH:6][C:5]1=[O:13])[CH2:2][CH3:3].[C:14]1([S:20][CH2:21]Cl)[CH:19]=[CH:18][CH:17]=[CH:16][CH:15]=1>[Br-].C([N+](CCCC)(CCCC)CCCC)CCC.C1(C)C=CC=CC=1.CN(C=O)C>[C:14]1([S:20][CH2:21][N:6]2[C:5](=[O:13])[CH:4]([CH2:1][CH2:2][CH3:3])[N:8]([CH2:9][CH3:10])[S:7]2(=[O:12])=[O:11])[CH:19]=[CH:18][CH:17]=[CH:16][CH:15]=1 |f:2.3,4.5|. Procedure: A mixture of 4-propyl-5-ethyl-1,2,5-thiadiazolidin-3-one 1,1-dioxide (3.7 g, 16.6 mmol), phenylthiomethyl chloride (2.9 g, 18.28 mmol) and tetrabutylammonium bromide (0.53 g, 3.1 mmol) suspended in toluene/DMF (90 ml/10 ml) was refluxed for 8 hours, cooled, and concentrated in vacuo. The residue was diluted with water, extracted with ether/ethyl acetate (500 ml, 1:1), and the organic layer was washed with water and brine. The organic layer was dried, concentrated in vacuo, and the residue was pu...